Dataset: the Open Reaction Database (ORD), a public repository of structured organic reaction records. Task: describe an organic reaction: reactants, conditions, products, and yield Starting materials: C(#N)C=1C=C(C=CC1)C1=NC(NC2=C3C(=CC=C12)C=CC=C3)=O (4-(3-cyanophenyl)-1H-benzo[h]quinazolin-2-one), C(CCC)[Sn](CCCC)(CCCC)N=[N+]=[N-] (tri-n-butyltin azide), [OH-].[Na+] (sodium hydroxide). Run in CN(C)C=O (DMF). Run at temperature 110 celsius, time 18 hour. The product is N1N=NN=C1C=1C=C(C=CC1)C1=NC(NC2=C3C(=CC=C12)C=CC=C3)=O (4-[3-(1H-Tetrazol-5-yl)phenyl]-1H-benzo[h]quinazolin-2-one). Yield: 54.6%. RXN SMILES: [C:1]([C:3]1[CH:4]=[C:5]([C:9]2[C:18]3[C:13](=[C:14]4[CH:22]=[CH:21][CH:20]=[CH:19][C:15]4=[CH:16][CH:17]=3)[NH:12][C:11](=[O:23])[N:10]=2)[CH:6]=[CH:7][CH:8]=1)#[N:2].C([Sn]([N:37]=[N+:38]=[N-:39])(CCCC)CCCC)CCC.[OH-].[Na+]>CN(C=O)C>[NH:37]1[C:1]([C:3]2[CH:4]=[C:5]([C:9]3[C:18]4[C:13](=[C:14]5[CH:22]=[CH:21][CH:20]=[CH:19][C:15]5=[CH:16][CH:17]=4)[NH:12][C:11](=[O:23])[N:10]=3)[CH:6]=[CH:7][CH:8]=2)=[N:2][N:39]=[N:38]1 |f:2.3|. Reported procedure: To a solution of 4-(3-cyanophenyl)-1H-benzo[h]quinazolin-2-one (112 mg, 0.377 mmol) in DMF (2 mL) was added tri-n-butyltin azide (312 μL, 1.13 mmol), and stirred at 110° C. for 18 hours. After cooled to room temperature, the reaction mixture was poured into 1M sodium hydroxide, and washed with ethyl acetate. After aqueous layer was neutralized with 1M hydrochloric acid, the precipitated solid was collected by filtration, washed with methanol, and with water. The obtained crystal was dried to giv... Reactants: O=C1C2=C(N=C3N1C=C(C=C3)C(=O)N)CSC2 (3,10-dihydro-10-oxo-1H-pyrido[1,2-a]thieno[3,4-d]pyrimidine-7-carboxamide), S(=O)(Cl)Cl (thionyl chloride). Run in CN(C=O)C (dimethylformamide). Reaction conditions: temperature 70 celsius. Yields the product O=C1C2=C(N=C3N1C=C(C=C3)C#N)CSC2 (3,10-Dihydro-10-oxo-1H-pyrido[1,2-a]thieno[3,4-d]-pyrimidine-7-carbonitrile). As a reaction SMILES: [O:1]=[C:2]1[N:7]2[CH:8]=[C:9]([C:12]([NH2:14])=O)[CH:10]=[CH:11][C:6]2=[N:5][C:4]2[CH2:15][S:16][CH2:17][C:3]1=2.S(Cl)(Cl)=O>CN(C)C=O>[O:1]=[C:2]1[N:7]2[CH:8]=[C:9]([C:12]#[N:14])[CH:10]=[CH:11][C:6]2=[N:5][C:4]2[CH2:15][S:16][CH2:17][C:3]1=2. Reported procedure: A mixture of 3,10-dihydro-10-oxo-1H-pyrido[1,2-a]thieno[3,4-d]pyrimidine-7-carboxamide (2.9 g., 0.012 mol) and thionyl chloride (1.5 ml) in dimethylformamide (30 ml) is heated at 70° C. for 4 hours. The reaction mixture is cooled in an ice bath. The product, which precipitates, is filtered off and washed with water. Recrystallization from methanol gives a crystalline product (1.6 g.), mp 256°-257° C. The reactants are CC=1C=CC=2CC3=CC=4CC5=CC=C(C=C5C(C4C=C3C(C2C1)=O)=O)C (3,9-dimethylpentacene-5,7(12H,14H)-dione). Run in COCCOCCOC (2-methoxyethyl ether). Conditions: temperature 60 celsius, time 8 hour. Product: CC1=CC2=CC3=CC4=CC5=CC(=CC=C5C=C4C=C3C=C2C=C1)C (2,10-dimethylpentacene). Reaction SMILES: [CH3:1][C:2]1[CH:3]=[CH:4][C:5]2[CH2:6][C:7]3[C:20]([C:21](=O)[C:22]=2[CH:23]=1)=[CH:19][C:18]1[C:17](=O)[C:16]2[C:11](=[CH:12][CH:13]=[C:14]([CH3:26])[CH:15]=2)[CH2:10][C:9]=1[CH:8]=3>COCCOCCOC>[CH3:26][C:14]1[CH:13]=[CH:12][C:11]2[C:16](=[CH:17][C:18]3[C:9]([CH:10]=2)=[CH:8][C:7]2[C:20](=[CH:21][C:22]4[C:5]([CH:6]=2)=[CH:4][CH:3]=[C:2]([CH3:1])[CH:23]=4)[CH:19]=3)[CH:15]=1. Procedure details: A mixture of 1 gram of 3,9-dimethylpentacene-5,7(12H,14H)-dione and 10 mL of 2-methoxyethyl ether was stirred and flushed with nitrogen for 15 minutes. To this was added 0.948 grams of sodium borohydride and stirring was continued at room temperature overnight. To the mixture was added 6.3 mL of methanol and stirring was continued for 1.5 hours at room temperature. To the mixture was added 15 mL of acetic acid and 10 mL of concentrated hydrochloric acid. The mixture was stirred for one hour at r... Reactants: C1(CC1)C(C(C(=O)OC(C)(C)C)C(C1=C(C=C(C=C1)S(=O)(=O)C)F)=O)=O (t-butyl 3-cyclopropyl-2-(2-fluoro-4-methylsulphonylbenzoyl)-3-oxopropionate). The solvent is C1(=CC=CC=C1)C (toluene). Yields the product C1(CC1)C(CC(=O)C1=C(C=C(C=C1)S(=O)(=O)C)F)=O (3-cyclopropyl-1-(2-fluoro-4-methylsulphonylphenyl)-propan-1,3-dione). Yield: 95.3%. RXN SMILES: [CH:1]1([C:4](=[O:26])[CH:5]([C:13](=[O:25])[C:14]2[CH:19]=[CH:18][C:17]([S:20]([CH3:23])(=[O:22])=[O:21])=[CH:16][C:15]=2[F:24])C(OC(C)(C)C)=O)[CH2:3][CH2:2]1>C1(C)C=CC=CC=1>[CH:1]1([C:4](=[O:26])[CH2:5][C:13]([C:14]2[CH:19]=[CH:18][C:17]([S:20]([CH3:23])(=[O:21])=[O:22])=[CH:16][C:15]=2[F:24])=[O:25])[CH2:3][CH2:2]1. Procedure: A mixture of t-butyl 3-cyclopropyl-2-(2-fluoro-4-methylsulphonylbenzoyl)-3-oxopropionate (10.5 g) and p-toluenesulphonic add (2.0 g) in toluene was stirred and heated at reflux for 4 hours. The mixture was washed with water, dried (anhydrous magnesium sulphate) and filtered. The flitrate was evaporated to dryness to give 3-cyclopropyl-1-(2-fluoro-4-methylsulphonylphenyl)-propan-1,3-dione (7.4 g) as a red gum, NMR (CDCl3); 0.9-1.3 (m,4H), 1.8-2.1 (m, 1H), 3.1 (s,3H), 6.3 (s, 1H), 7.5-8.0 (m,3H). Starting materials: Cc1cc(Br)ccc1C(=O)O, CC(=O)[O-], CC(=O)[O-], COc1ccc(B(O)O)cc1, CCO, Cc1ccccc1, CCOC(C)=O, [Na+], [Na+], O=C([O-])[O-], O, [Pd+2]. Product: COc1ccc(-c2ccc(C(=O)O)c(C)c2)cc1. As a reaction SMILES: [Br:1][c:2]1[cH:3][c:4]([CH3:11])[c:5]([C:6](=[O:7])[OH:8])[cH:9][cH:10]1.[C:46]([O-:47])(=[O:48])[CH3:49].[C:51]([O-:52])(=[O:53])[CH3:54].[CH3:12][O:13][c:14]1[cH:15][cH:16][c:17]([B:20]([OH:21])[OH:22])[cH:18][cH:19]1.[CH3:29][CH2:30][OH:31].[CH3:32][c:33]1[cH:34][cH:35][cH:36][cH:37][cH:38]1.[CH3:40][CH2:41][O:42][C:43](=[O:44])[CH3:45].[Na+:23].[Na+:24].[O-:25][C:26](=[O:27])[O-:28].[OH2:39].[Pd+2:50]>>[c:2]1(-[c:17]2[cH:16][cH:15][c:14]([O:13][CH3:12])[cH:19][cH:18]2)[cH:3][c:4]([CH3:11])[c:5]([C:6](=[O:7])[OH:8])[cH:9][cH:10]1. The reactants are FC1=CC(=C(C=O)C=C1)Cl (4-fluoro-2-chlorobenzaldehyde), [H-].[Na+] (Sodium hydride), C(C1=CC=CC=C1)O (benzylalcohol), ice water. Solvent: CN(C=O)C (dimethylformamide), CN(C=O)C (dimethylformamide). The product is C(C1=CC=CC=C1)OC1=CC(=C(C=O)C=C1)Cl (4-(benzyloxy)-2-chlorobenzaldehyde). Isolated yield 72.3%. As a reaction SMILES: [H-].[Na+].[CH2:3]([OH:10])[C:4]1[CH:9]=[CH:8][CH:7]=[CH:6][CH:5]=1.F[C:12]1[CH:19]=[CH:18][C:15]([CH:16]=[O:17])=[C:14]([Cl:20])[CH:13]=1>CN(C)C=O>[CH2:3]([O:10][C:12]1[CH:19]=[CH:18][C:15]([CH:16]=[O:17])=[C:14]([Cl:20])[CH:13]=1)[C:4]1[CH:9]=[CH:8][CH:7]=[CH:6][CH:5]=1 |f:0.1|. Procedure details: Sodium hydride (404.8 mg, 10.12 mmol, 60% dispersed oil) was slowly added to benzylalcohol (1 g, 9.2 mmol) dissolved in dried dimethylformamide (30 ml) under nitrogen at room temperature while stirring. Then, the mixture was further stirred at room temperature for 30 minutes. Thereto, 4-fluoro-2-chlorobenzaldehyde (1.46 g, 9.2 mmol) dissolved in dried dimethylformamide was added over 10 minutes and stirred at room temperature for 18 hours until the initial reaction product disappeared. Subsequen... Starting materials: C([O-])([O-])=O.[Na+].[Na+] (sodium carbonate), [O-][Si](=O)[O-].[Na+].[Na+] (water glass), alkali metal. Solvent: Na2O SiO2 H2O. Yields the product [Si]([O-])([O-])([O-])[O-].[Na+].[Na+].[Na+].[Na+] (sodium silicate). As a reaction SMILES: C(=O)([O-])[O-:2].[Na+:5].[Na+].[O-:7][Si:8]([O-:10])=[O:9].[Na+].[Na+]>>[Si:8]([O-:2])([O-:10])([O-:7])[O-:9].[Na+:5].[Na+:5].[Na+:5].[Na+:5] |f:0.1.2,3.4.5,6.7.8.9.10|. Reported procedure: A crystalline alkali metal phyllosilicate, as described on page 2, was prepared by dissolving 810 g of anhydrous sodium carbonate in 60 kg of water glass having a percentage composition Na2O/SiO2/H2O=15.3/29.7/55. The solution was spray-dried in a laboratory spray drier (spray tower) from Anhydro to give an amorphous sodium silicate having an active substance content of 82%. 15 kg of the amorphous sodium silicate were heat-treated at 720° C. for 90 min in a muffle furnace (Nabertherm, model W100...